Dataset: the Open Reaction Database (ORD), a public repository of structured organic reaction records. Task: describe an organic reaction: reactants, conditions, products, and yield Reactants: CC1(C)C(C=C(Cl)C(F)(F)F)C1C(=O)Cl, OCc1c(Cl)c(F)nc(F)c1Cl. Reaction SMILES: [Cl:13][C:14](=[CH:15][CH:16]1[C:17]([CH3:22])([CH3:23])[CH:18]1[C:19](=[O:20])[Cl:21])[C:24]([F:25])([F:26])[F:27].[Cl:1][c:2]1[c:3]([F:12])[n:4][c:5]([F:11])[c:6]([Cl:10])[c:7]1[CH2:8][OH:9]>>[Cl:1][c:2]1[c:3]([F:12])[n:4][c:5]([F:11])[c:6]([Cl:10])[c:7]1[CH2:8][O:9][C:19]([CH:18]1[CH:16]([CH:15]=[C:14]([Cl:13])[C:24]([F:25])([F:26])[F:27])[C:17]1([CH3:22])[CH3:23])=[O:20]. The product is CC1(C)C(C=C(Cl)C(F)(F)F)C1C(=O)OCc1c(Cl)c(F)nc(F)c1Cl. Starting materials: C1(CCCC1)N(C(OC(C)(C)C)=O)CC1=CC(=CC=C1)OCC1OC1 (tert-butyl cyclopentyl(3-(oxiran-2-ylmethoxy)benzyl)carbamate), C1NCC2=CC=CC=C12 (isoindoline). Run in CCO (EtOH). Run at temperature 110 celsius. Yields the product C1(CCCC1)N(C(OC(C)(C)C)=O)CC1=CC(=CC=C1)OCC(CN1CC2=CC=CC=C2C1)O (tert-butyl cyclopentyl(3-(2-hydroxy-3-(isoindolin-2-yl)propoxy)benzyl)carbamate). Yield: 55.0%. RXN SMILES: [CH:1]1([N:6]([CH2:14][C:15]2[CH:20]=[CH:19][CH:18]=[C:17]([O:21][CH2:22][CH:23]3[CH2:25][O:24]3)[CH:16]=2)[C:7](=[O:13])[O:8][C:9]([CH3:12])([CH3:11])[CH3:10])[CH2:5][CH2:4][CH2:3][CH2:2]1.[CH2:26]1[C:34]2[C:29](=[CH:30][CH:31]=[CH:32][CH:33]=2)[CH2:28][NH:27]1>CCO>[CH:1]1([N:6]([CH2:14][C:15]2[CH:20]=[CH:19][CH:18]=[C:17]([O:21][CH2:22][CH:23]([OH:24])[CH2:25][N:27]3[CH2:28][C:29]4[C:34](=[CH:33][CH:32]=[CH:31][CH:30]=4)[CH2:26]3)[CH:16]=2)[C:7](=[O:13])[O:8][C:9]([CH3:11])([CH3:10])[CH3:12])[CH2:2][CH2:3][CH2:4][CH2:5]1. Reported procedure: To a solution of tert-butyl cyclopentyl(3-(oxiran-2-ylmethoxy)benzyl)carbamate (300 mg, 0.86 mmol) in EtOH (5 mL) was added isoindoline (113 mg, 0.95 mmol). The reaction mixture was heated under microwave conditions at 110° C. for 0.8 h. The mixture was concentrated and the crude product was used in the next step without further purification. (220 mg, yield 55%) MS (ESI+) e/z: 467.3 [M+1]+. The reactants are BrCCCC(=O)OCC (ethyl 4-bromobutyrate), COC(C1=C(C=CC=C1C)NC(=O)OC(C)C)=O (2-isopropoxycarbonylamino-6-methyl-benzoic acid methyl ester), [H-].[Na+] (sodium hydride), oil. Run in C(C)(=O)OCC (ethyl acetate), CN(C)C=O (DMF), CN(C)C=O (DMF). Run at time 1 hour. The product is COC(C1=C(C=CC=C1C)N(C(=O)OC(C)C)CCCC(=O)OCC)=O (2-[(3-Ethoxycarbonyl-propyl)-isopropoxycarbonyl-amino]-6-methyl-benzoic acid methyl ester). Isolated yield 0.1%. Reaction SMILES: [CH3:1][O:2][C:3](=[O:18])[C:4]1[C:9]([CH3:10])=[CH:8][CH:7]=[CH:6][C:5]=1[NH:11][C:12]([O:14][CH:15]([CH3:17])[CH3:16])=[O:13].[H-].[Na+].Br[CH2:22][CH2:23][CH2:24][C:25]([O:27][CH2:28][CH3:29])=[O:26]>CN(C=O)C.C(OCC)(=O)C>[CH3:1][O:2][C:3](=[O:18])[C:4]1[C:9]([CH3:10])=[CH:8][CH:7]=[CH:6][C:5]=1[N:11]([CH2:22][CH2:23][CH2:24][C:25]([O:27][CH2:28][CH3:29])=[O:26])[C:12]([O:14][CH:15]([CH3:16])[CH3:17])=[O:13] |f:1.2|. Procedure details: Add a solution of 2-isopropoxycarbonylamino-6-methyl-benzoic acid methyl ester (3.77 g, 15.0 mmol) in DMF (60 mL) to a suspension of sodium hydride 60% dispersion mineral oil (600 mg, 15.0 mmol) in DMF (60 mL) at 0° C. under an atmosphere of nitrogen and allow to reach room temperature over 1 h. Add ethyl 4-bromobutyrate (3.2 mL, 22 mmol) and stir at room temperature for 14 h. Dilute with ethyl acetate, wash with 1M HCl, water and brine. Dry the organic layer over anhydrous sodium sulfate, filte... The reactants are COc1ccc2c(c1)C(C#N)=C2, C1CCOC1, CI, CCOCC, [H-], [Na+], O. The product is COc1ccc2c(c1)C(C)(C#N)C2. RXN SMILES: [C:1](#[N:2])[C:3]1=[CH:4][c:5]2[c:6]1[cH:7][c:8]([O:11][CH3:12])[cH:9][cH:10]2.[CH2:18]1[O:19][CH2:20][CH2:21][CH2:22]1.[CH3:15][I:16].[CH3:23][CH2:24][O:25][CH2:26][CH3:27].[H-:14].[Na+:13].[OH2:17]>>[C:1](#[N:2])[C:3]1([CH3:15])[CH2:4][c:5]2[c:6]1[cH:7][c:8]([O:11][CH3:12])[cH:9][cH:10]2. Starting materials: C(C)(C)(C)NS(=O)(=O)C1=CC=C(C=C1)[C@@H](C)NC=1N=C(C2=C(N1)C=CC(=N2)C2=CC=C(C=C2)F)O ((R)—N-tert-butyl-4-(1-(6-(4-fluorophenyl)-4-hydroxypyrido[3,2-d]pyrimidin-2-ylamino)ethyl)benzenesulfonamide), C(=O)(C(F)(F)F)O (TFA), ClCCl (dichloromethane), C(=O)(O)[O-].[Na+] (NaHCO3). Run in CCOC(=O)C (EtOAc). Reaction conditions: time 8 hour. Product: FC1=CC=C(C=C1)C=1C=CC=2N=C(N=C(C2N1)O)N[C@H](C)C1=CC=C(C=C1)S(=O)(=O)N ((R)-4-(1-(6-(4-fluorophenyl)-4-hydroxypyrido[3,2-d]pyrimidin-2-ylamino)ethyl)benzenesulfonamide). Yield: 55.2%. RXN SMILES: C([NH:5][S:6]([C:9]1[CH:14]=[CH:13][C:12]([C@H:15]([NH:17][C:18]2[N:19]=[C:20]([OH:35])[C:21]3[N:27]=[C:26]([C:28]4[CH:33]=[CH:32][C:31]([F:34])=[CH:30][CH:29]=4)[CH:25]=[CH:24][C:22]=3[N:23]=2)[CH3:16])=[CH:11][CH:10]=1)(=[O:8])=[O:7])(C)(C)C.C(O)(C(F)(F)F)=O.ClCCl.C([O-])(O)=O.[Na+]>CCOC(C)=O>[F:34][C:31]1[CH:30]=[CH:29][C:28]([C:26]2[CH:25]=[CH:24][C:22]3[N:23]=[C:18]([NH:17][C@@H:15]([C:12]4[CH:13]=[CH:14][C:9]([S:6]([NH2:5])(=[O:7])=[O:8])=[CH:10][CH:11]=4)[CH3:16])[N:19]=[C:20]([OH:35])[C:21]=3[N:27]=2)=[CH:33][CH:32]=1 |f:3.4|. Procedure details: A mixture of crude (R)—N-tert-butyl-4-(1-(6-(4-fluorophenyl)-4-hydroxypyrido[3,2-d]pyrimidin-2-ylamino)ethyl)benzenesulfonamide (670 mg), TFA (5 ml) and dichloromethane (1 ml) was stirred at room temperature overnight. Solvents were removed under vacuum. To the residue was added a mixture of acetonitrile (5 ml) and water (50 ml) with vigorous stirring whereupon some oily material was formed. The mixture was diluted by EtOAc, neutralized by adding sat. aq. NaHCO3 and extracted with EtOAc. The org... The reactants are CO, COC(=O)C1CCCc2onc(-c3ccc(Cl)cc3)c2CC1, COC(=O)C1CCCc2c(-c3ccc(Cl)cc3)noc2CC1, [K+], [OH-], O. Yields the product O=C(O)C1CCCc2c(-c3ccc(Cl)cc3)noc2CC1. As a reaction SMILES: [CH3:48][OH:49].[Cl:1][c:2]1[cH:3][cH:4][c:5](-[c:6]2[c:7]3[c:18]([o:19][n:20]2)[CH2:17][CH2:16][CH2:15][CH:10]([C:11]([O:12][CH3:13])=[O:14])[CH2:9][CH2:8]3)[cH:21][cH:22]1.[Cl:23][c:24]1[cH:25][cH:26][c:27](-[c:30]2[n:31][o:32][c:33]3[c:34]2[CH2:35][CH2:36][CH2:37][CH:38]([C:41](=[O:42])[O:43][CH3:44])[CH2:39][CH2:40]3)[cH:28][cH:29]1.[K+:46].[OH-:45].[OH2:47]>>[Cl:23][c:24]1[cH:25][cH:26][c:27](-[c:30]2[n:31][o:32][c:33]3[c:34]2[CH2:35][CH2:36][CH2:37][CH:38]([C:41](=[O:42])[OH:43])[CH2:39][CH2:40]3)[cH:28][cH:29]1.